Dataset: the Open Reaction Database (ORD), a public repository of structured organic reaction records. Task: describe an organic reaction: reactants, conditions, products, and yield Reactants: BrC1=C(C(=C(C(=O)OC)C=C1)C)[N+](=O)[O-] (methyl 4-bromo-2-methyl-3-nitrobenzoate), COC(N(C)C)OC (1,1-dimethoxy-N,N-dimethylmethanamine), CN(C=O)C (N,N-dimethylformamide), C(C)(=O)OCC (ethyl acetate). Run at temperature 120 celsius, time 12 hour. Product: BrC=1C(=C2C=COC(C2=CC1)=O)[N+](=O)[O-] (6-Bromo-5-nitro-1H-isochromen-1-one). As a reaction SMILES: [Br:1][C:2]1[CH:11]=[CH:10][C:5]([C:6]([O:8][CH3:9])=[O:7])=[C:4]([CH3:12])[C:3]=1[N+:13]([O-:15])=[O:14].COC(OC)N(C)C.CN(C)C=O.C(OCC)(=O)C>>[Br:1][C:2]1[C:3]([N+:13]([O-:15])=[O:14])=[C:4]2[C:5](=[CH:10][CH:11]=1)[C:6](=[O:7])[O:8][CH:9]=[CH:12]2. Reported procedure: A pressure tube (150 mL) was charged with methyl 4-bromo-2-methyl-3-nitrobenzoate (2.1 g, 0.0077 mol), 1,1-dimethoxy-N,N-dimethylmethanamine (3.6 mL, 0.027 mol) and N,N-dimethylformamide (5 mL, 0.06 mol). The mixture was heated at 120° C. for 20 hours the solvent was removed under reduced pressure and the residue was dissolved in ethyl acetate (100 mL, 1 mol). Silica Gel (20 g, 0.3 mol) was then added and the reaction was stirred at room temperature for 12 h. The reaction was filtered and the so... Starting materials: CS(=O)(=O)C1=NC=CC(=N1)OC1=CC=CC=C1 (2-Methylsulphonyl-4-phenoxypyrimidine), COC=1C=C(N)C=C(C1OC)OC (3,4,5-trimethoxyaniline). Product: O(C1=CC=CC=C1)C1=NC(=NC=C1)NC1=CC(=C(C(=C1)OC)OC)OC (4-Phenoxy-N2-(3,4,5-trimethoxyphenyl)-2-pyrimidineamine). Yield: 1.7%. As a reaction SMILES: CS([C:5]1[N:10]=[C:9]([O:11][C:12]2[CH:17]=[CH:16][CH:15]=[CH:14][CH:13]=2)[CH:8]=[CH:7][N:6]=1)(=O)=O.[CH3:18][O:19][C:20]1[CH:21]=[C:22]([CH:24]=[C:25]([O:29][CH3:30])[C:26]=1[O:27][CH3:28])[NH2:23]>>[O:11]([C:9]1[CH:8]=[CH:7][N:6]=[C:5]([NH:23][C:22]2[CH:24]=[C:25]([O:29][CH3:30])[C:26]([O:27][CH3:28])=[C:20]([O:19][CH3:18])[CH:21]=2)[N:10]=1)[C:12]1[CH:17]=[CH:16][CH:15]=[CH:14][CH:13]=1. Procedure: 2-Methylsulphonyl-4-phenoxypyrimidine (0.76 g, 3.04 mmol) and 3,4,5-trimethoxyaniline (0.56 g, 4.0 mmol) were heated as a melt at 1400 for 2 h. On cooling the residue was partitioned between ethyl acetate (50 ml) and 2M hydrochloric acid (50 ml), and the organic layer was washed with water (50 ml), dried (MgSO4) and concentrated under reduced pressure. The residue was subjected to column chromatography [silica 20% ethyl acetate-hexane] to give the title compound (18 mg) as a white solid m.p. 149... Reactants: C(C1=CC=CC=C1)N([C@@H]1CC[C@H](CC1)C1=CC=C(C(=O)N[C@@H](CC2=CC=CC=C2)C(=O)OCC)C=C1)C[C@@H](COC1=CC(=C(C=C1)OCC1=CC=CC=C1)NS(=O)(=O)C)O (ethyl trans-N-(4-{4-[benzyl((2S)-3-{4-(benzyloxy)-3-[(methylsulfonyl)amino]phenoxy}-2-hydroxypropyl)-amino]cyclohexyl}benzoyl)-L-phenylalaninate), [OH-].[Na+] (sodium hydroxide). The solvent is C(C)O (ethanol). The product is C(C1=CC=CC=C1)N([C@@H]1CC[C@H](CC1)C1=CC=C(C(=O)N[C@@H](CC2=CC=CC=C2)C(=O)O)C=C1)C[C@@H](COC1=CC(=C(C=C1)OCC1=CC=CC=C1)NS(=O)(=O)C)O (trans-N-(4-{4-[Benzyl((2S)-3-{4-(benzyloxy)-3-[(methylsulfonyl)amino]phenoxy}-2-hydroxypropyl)amino]cyclohexyl}benzoyl)-L-phenylalanine), solid. Yield: 59.0%. RXN SMILES: [CH2:1]([N:8]([CH2:37][C@H:38]([OH:60])[CH2:39][O:40][C:41]1[CH:46]=[CH:45][C:44]([O:47][CH2:48][C:49]2[CH:54]=[CH:53][CH:52]=[CH:51][CH:50]=2)=[C:43]([NH:55][S:56]([CH3:59])(=[O:58])=[O:57])[CH:42]=1)[C@H:9]1[CH2:14][CH2:13][C@H:12]([C:15]2[CH:36]=[CH:35][C:18]([C:19]([NH:21][C@H:22]([C:30]([O:32]CC)=[O:31])[CH2:23][C:24]3[CH:29]=[CH:28][CH:27]=[CH:26][CH:25]=3)=[O:20])=[CH:17][CH:16]=2)[CH2:11][CH2:10]1)[C:2]1[CH:7]=[CH:6][CH:5]=[CH:4][CH:3]=1.[OH-].[Na+]>C(O)C>[CH2:1]([N:8]([CH2:37][C@H:38]([OH:60])[CH2:39][O:40][C:41]1[CH:46]=[CH:45][C:44]([O:47][CH2:48][C:49]2[CH:54]=[CH:53][CH:52]=[CH:51][CH:50]=2)=[C:43]([NH:55][S:56]([CH3:59])(=[O:58])=[O:57])[CH:42]=1)[C@H:9]1[CH2:14][CH2:13][C@H:12]([C:15]2[CH:36]=[CH:35][C:18]([C:19]([NH:21][C@H:22]([C:30]([OH:32])=[O:31])[CH2:23][C:24]3[CH:29]=[CH:28][CH:27]=[CH:26][CH:25]=3)=[O:20])=[CH:17][CH:16]=2)[CH2:11][CH2:10]1)[C:2]1[CH:3]=[CH:4][CH:5]=[CH:6][CH:7]=1 |f:1.2|. Procedure: A mixture of 0.35 g of ethyl trans-N-(4-{4-[benzyl((2S)-3-{4-(benzyloxy)-3-[(methylsulfonyl)amino]phenoxy}-2-hydroxypropyl)-amino]cyclohexyl}benzoyl)-L-phenylalaninate (0.42 mmol) and of 1.7 ml of a molar aqueous sodium hydroxide solution in ethanol (9.3 ml) is heated at 45° C. for 3 h. The solvents are subsequently evaporated under reduced pressure and water is added. A molar aqueous hydrochloric acid solution is subsequently added to pH=1. The title product is obtained in the form of a white s... Starting materials: C(C=C)ON=C1C[C@H](N(C1)C(=O)OC(C)(C)C)C(=O)O ((2S,4EZ)-4-[(allyloxy)-imino]-1-(tert-butoxycarbonyl)-2-pyrrolidinecarboxylic acid), N(=C=O)C1=CC(=CC=C1)C (1-isocyanato-3-methylben-zene), COCCN (2-methoxyethylamine). The product is C(C=C)ON=C1C[C@H](N(C1)C(=O)NC1=CC(=CC=C1)C)C(=O)NCCOC ((2S,4EZ)-4-[(allyloxy)imino]-N2-(2-methoxyethyl)-N1-(3-methylphenyl)-1,2-pyrrolidinedicarboxamide). RXN SMILES: [CH2:1]([O:4][N:5]=[C:6]1[CH2:10][N:9]([C:11]([O:13]C(C)(C)C)=O)[C@H:8]([C:18]([OH:20])=O)[CH2:7]1)[CH:2]=[CH2:3].[N:21]([C:24]1[CH:29]=[CH:28][CH:27]=[C:26]([CH3:30])[CH:25]=1)=C=O.[CH3:31][O:32][CH2:33][CH2:34][NH2:35]>>[CH2:1]([O:4][N:5]=[C:6]1[CH2:10][N:9]([C:11]([NH:21][C:24]2[CH:29]=[CH:28][CH:27]=[C:26]([CH3:30])[CH:25]=2)=[O:13])[C@H:8]([C:18]([NH:35][CH2:34][CH2:33][O:32][CH3:31])=[O:20])[CH2:7]1)[CH:2]=[CH2:3]. Procedure: Following the general method as outlined in Example 22, starting from (2S,4EZ)-4-[(allyloxy)-imino]-1-(tert-butoxycarbonyl)-2-pyrrolidinecarboxylic acid, 1-isocyanato-3-methylben-zene, and 2-methoxyethylamine the title compound was obtained in 85% purity by LC/MS. MS(ESI+): m/z=375.2. Reactants: C=1(C(=CC=CC1)N=C=O)C (o-toluyl isocyanate), COC=1C=C2C(=NC=NC2=CC1OC)OC1=CC(=C(N)C=C1)F (4-[(6,7-Dimethoxy-4-quinazolinyl)oxy]-2-fluoro-aniline), CO (Methanol). Run in C(Cl)(Cl)Cl (chloroform). Run at temperature 60 celsius, time 8 hour. Product: COC=1C=C2C(=NC=NC2=CC1OC)OC1=CC(=C(C=C1)NC(=O)NC1=C(C=CC=C1)C)F (N-{4-[(6,7-Dimethoxy-4-quinazolinyl)oxy]-2-fluorophenyl}-N′-(2methylphenyl)urea). Isolated yield 24.0%. RXN SMILES: [CH3:1][O:2][C:3]1[CH:4]=[C:5]2[C:10](=[CH:11][C:12]=1[O:13][CH3:14])[N:9]=[CH:8][N:7]=[C:6]2[O:15][C:16]1[CH:22]=[CH:21][C:19]([NH2:20])=[C:18]([F:23])[CH:17]=1.[C:24]1([CH3:33])[C:25]([N:30]=[C:31]=[O:32])=[CH:26][CH:27]=[CH:28][CH:29]=1.CO>C(Cl)(Cl)Cl>[CH3:1][O:2][C:3]1[CH:4]=[C:5]2[C:10](=[CH:11][C:12]=1[O:13][CH3:14])[N:9]=[CH:8][N:7]=[C:6]2[O:15][C:16]1[CH:22]=[CH:21][C:19]([NH:20][C:31]([NH:30][C:25]2[CH:26]=[CH:27][CH:28]=[CH:29][C:24]=2[CH3:33])=[O:32])=[C:18]([F:23])[CH:17]=1. Procedure: 4-[(6,7-Dimethoxy-4-quinazolinyl)oxy]-2-fluoro-aniline (50 mg) was dissolved in chloroform (3 ml) and o-toluyl isocyanate (30 μl) was then added to the solution. The mixture was stirred at 60° C. overnight. Methanol was added to the reaction solution, and the mixture was purified by HPLC by development with chloroform/methanol to give 17 mg (yield 24%) of the title compound. Reactants: ClC(C(C(C(Cl)(F)F)(Cl)F)(Cl)F)(F)F (1,2,3,4-tetrachlorohexafluoro-butane). Reagents/catalysts: [Zn] (zinc). The product is FC(=C(C(=C(F)F)F)F)F (hexafluorobutadiene). RXN SMILES: Cl[C:2]([F:14])([F:13])[C:3]([F:12])(Cl)[C:4]([F:10])(Cl)[C:5]([F:8])([F:7])Cl>[Zn]>[F:7][C:5]([F:8])=[C:4]([F:10])[C:3]([F:12])=[C:2]([F:14])[F:13]. Reported procedure: In fact, from the reaction of 1,2,3,4-tetrachlorohexafluoro-butane with metal zinc there is obtained hexafluorobutadiene either pure or in admixture with 1,4-dichlorohexafluorobut-2-ene (Haszeldine, J. Chem. Soc., 4423 (1952)), while according to the process of the present invention from 1,2,3,4-tetrachloro -hexafluorobutadiene there is obtained pure 1,4-dichlorohexafluorobut-2-ene (see Example 8). Reported procedure: To a solution of 2-bromo-1-ethoxy-4-methyl-benzene (940 mg, 4.37 mmol) in dimethylformamide (5 mL) at room temperature was added zinc cyanide (513.1 mg, 4.37 mmol). The reaction mixture was degassed by passing argon through for 2 h before tetrakis(triphenylphosphine)palladium (505 mg, 0.437 mmol) was added. The reaction mixture was heated at 90-100° C. under argon for 12 h. The slurry reaction mixture was taken up in diethyl ether (10 mL) and sodium bicarbonate solution (2 mL). The product was e... The reactants are BrC1=C(C=CC(=C1)C)OCC (2-bromo-1-ethoxy-4-methyl-benzene), CN(C=O)C (dimethylformamide). RXN SMILES: Br[C:2]1[CH:7]=[C:6]([CH3:8])[CH:5]=[CH:4][C:3]=1[O:9][CH2:10][CH3:11].[CH3:12][N:13](C)C=O>C(OCC)C.C(=O)(O)[O-].[Na+].[C-]#N.[Zn+2].[C-]#N.C1C=CC([P]([Pd]([P](C2C=CC=CC=2)(C2C=CC=CC=2)C2C=CC=CC=2)([P](C2C=CC=CC=2)(C2C=CC=CC=2)C2C=CC=CC=2)[P](C2C=CC=CC=2)(C2C=CC=CC=2)C2C=CC=CC=2)(C2C=CC=CC=2)C2C=CC=CC=2)=CC=1>[CH2:10]([O:9][C:3]1[CH:4]=[CH:5][C:6]([CH3:8])=[CH:7][C:2]=1[C:12]#[N:13])[CH3:11] |f:3.4,5.6.7,^1:35,37,56,75|. Reaction conditions: temperature 95 celsius. Isolated yield 33.0%. Run in C(C)OCC (diethyl ether), C([O-])(O)=O.[Na+] (sodium bicarbonate). The reagents and catalysts are [C-]#N.[Zn+2].[C-]#N (zinc cyanide), C=1C=CC(=CC1)[P](C=2C=CC=CC2)(C=3C=CC=CC3)[Pd]([P](C=4C=CC=CC4)(C=5C=CC=CC5)C=6C=CC=CC6)([P](C=7C=CC=CC7)(C=8C=CC=CC8)C=9C=CC=CC9)[P](C=1C=CC=CC1)(C=1C=CC=CC1)C=1C=CC=CC1 (tetrakis(triphenylphosphine)palladium). Yields the product C(C)OC1=C(C#N)C=C(C=C1)C (2-ethoxy-5-methyl-benzonitrile). The reactants are Cc1ccc2oc(N3CCCCC3C(=O)OCc3ccccc3)nc2c1, CCO. Yields the product Cc1ccc2oc(N3CCCCC3C(=O)O)nc2c1. As a reaction SMILES: [CH3:1][c:2]1[cH:3][cH:4][c:5]2[c:6]([n:7][c:8]([N:10]3[CH:11]([C:16](=[O:17])[O:18][CH2:19][c:20]4[cH:21][cH:22][cH:23][cH:24][cH:25]4)[CH2:12][CH2:13][CH2:14][CH2:15]3)[o:9]2)[cH:26]1.[CH3:27][CH2:28][OH:29]>>[CH3:1][c:2]1[cH:3][cH:4][c:5]2[c:6]([n:7][c:8]([N:10]3[CH:11]([C:16](=[O:17])[OH:18])[CH2:12][CH2:13][CH2:14][CH2:15]3)[o:9]2)[cH:26]1.